From a dataset of the Open Reaction Database (ORD), a public repository of structured organic reaction records. describe an organic reaction: reactants, conditions, products, and yield Reactants: CC(C)(C)OC(=O)Oc1cc(-c2ccc(I)cc2)nn1-c1ccccn1, COc1ccc(B(O)O)cc1, OB(O)c1ccccc1. Yields the product COc1ccc(-c2ccc(-c3cc(OC(=O)OC(C)(C)C)n(-c4ccccn4)n3)cc2)cc1. As a reaction SMILES: [C:1]([O:2][C:3]([CH3:4])([CH3:5])[CH3:6])([O:7][c:8]1[cH:9][c:10](-[c:19]2[cH:20][cH:21][c:22]([I:25])[cH:23][cH:24]2)[n:11][n:12]1-[c:13]1[n:14][cH:15][cH:16][cH:17][cH:18]1)=[O:26].[CH3:27][O:28][c:29]1[cH:30][cH:31][c:32]([B:35]([OH:36])[OH:37])[cH:33][cH:34]1.[OH:38][B:39]([c:40]1[cH:41][cH:42][cH:43][cH:44][cH:45]1)[OH:46]>>[C:1]([O:2][C:3]([CH3:4])([CH3:5])[CH3:6])([O:7][c:8]1[cH:9][c:10](-[c:19]2[cH:20][cH:21][c:22](-[c:32]3[cH:31][cH:30][c:29]([O:28][CH3:27])[cH:34][cH:33]3)[cH:23][cH:24]2)[n:11][n:12]1-[c:13]1[n:14][cH:15][cH:16][cH:17][cH:18]1)=[O:26]. The reactants are O=C(OOC(=O)c1ccccc1)c1ccccc1, ClC(Cl)(Cl)Cl, Cc1ccnc(N2C(=O)c3ccccc3C2=O)c1, O=C1CCC(=O)N1Cl. The product is O=C1c2ccccc2C(=O)N1c1cc(CCl)ccn1. As a reaction SMILES: [C:27]([O:28][O:29][C:30](=[O:31])[c:32]1[cH:33][cH:34][cH:35][cH:36][cH:37]1)(=[O:38])[c:39]1[cH:40][cH:41][cH:42][cH:43][cH:44]1.[C:45]([Cl:46])([Cl:47])([Cl:48])[Cl:49].[CH3:1][c:2]1[cH:3][c:4]([N:8]2[C:9](=[O:18])[c:10]3[cH:11][cH:12][cH:13][cH:14][c:15]3[C:16]2=[O:17])[n:5][cH:6][cH:7]1.[Cl:19][N:20]1[C:21](=[O:22])[CH2:23][CH2:24][C:25]1=[O:26]>>[CH2:1]([c:2]1[cH:3][c:4]([N:8]2[C:9](=[O:18])[c:10]3[cH:11][cH:12][cH:13][cH:14][c:15]3[C:16]2=[O:17])[n:5][cH:6][cH:7]1)[Cl:19]. Yield: 19.7%. Reactants: N1C=C(C2=CC=CC=C12)/C=C/C(=O)C1=CC(=C(C(=C1)OC)OC)OC ((E)-3-(Indol-3-yl)-1-(3,4,5-trimethoxyphenyl)-2-propen-1-one), Cl.C(C1=CN=CC=C1)(=O)Cl (nicotinoyl chloride hydrochloride). Reported procedure: Substantially the same procedure as in Example 59 was repeated using Compound 1 (1.43 g) obtained in Example 1 and nicotinoyl chloride hydrochloride (1.51 g) to give Compound 60 (0.37 g). Reaction SMILES: [NH:1]1[C:9]2[C:4](=[CH:5][CH:6]=[CH:7][CH:8]=2)[C:3](/[CH:10]=[CH:11]/[C:12]([C:14]2[CH:19]=[C:18]([O:20][CH3:21])[C:17]([O:22][CH3:23])=[C:16]([O:24][CH3:25])[CH:15]=2)=[O:13])=[CH:2]1.Cl.[C:27](Cl)(=[O:34])[C:28]1[CH:33]=[CH:32][CH:31]=[N:30][CH:29]=1>>[C:27]([N:1]1[C:9]2[C:4](=[CH:5][CH:6]=[CH:7][CH:8]=2)[C:3](/[CH:10]=[CH:11]/[C:12]([C:14]2[CH:19]=[C:18]([O:20][CH3:21])[C:17]([O:22][CH3:23])=[C:16]([O:24][CH3:25])[CH:15]=2)=[O:13])=[CH:2]1)(=[O:34])[C:28]1[CH:33]=[CH:32][CH:31]=[N:30][CH:29]=1 |f:1.2|. Yields the product C(C1=CN=CC=C1)(=O)N1C=C(C2=CC=CC=C12)/C=C/C(=O)C1=CC(=C(C(=C1)OC)OC)OC ((E)-3-(1-Nicotinoylindol-3-yl)-1-(3,4,5-trimethoxy-phenyl)-2-propen-1-one). Reactants: NC=1C=C(C=CC1)/C=C/C1=NC(=CC=C1)COCCCCC1=CC=C(C=C1)C (2-[(E)-2-(3-aminophenyl)ethenyl]-6-[4-(4-methylphenyl)butoxy]methylpyridine), C(CCC(=O)OCC)(=O)OCC (diethyl succinate), C(C)(=O)[O-].[Na+] (sodium acetate), C(OC)COC (dimethoxyethane). Product: C(=O)(O)C(CC(=O)NC=1C=C(C=CC1)/C=C/C1=NC(=CC=C1)COCCCCC1=CC=C(C=C1)C)(CC)CC (2-[(E)-2-(3-(3-carboxy-3-ethylvalerylamino)phenyl)ethenyl]-6-[4-(4-methylphenyl)butoxy]methylpyridine). Reaction SMILES: [NH2:1][C:2]1[CH:3]=[C:4](/[CH:8]=[CH:9]/[C:10]2[CH:15]=[CH:14][CH:13]=[C:12]([CH2:16][O:17][CH2:18][CH2:19][CH2:20][CH2:21][C:22]3[CH:27]=[CH:26][C:25]([CH3:28])=[CH:24][CH:23]=3)[N:11]=2)[CH:5]=[CH:6][CH:7]=1.[C:29]([O:38]CC)(=O)[CH2:30][CH2:31][C:32]([O:34]CC)=[O:33].[C:41]([O-])(=O)[CH3:42].[Na+].[CH2:46]([CH2:49]OC)OC>>[C:32]([C:31]([CH2:41][CH3:42])([CH2:46][CH3:49])[CH2:30][C:29]([NH:1][C:2]1[CH:3]=[C:4](/[CH:8]=[CH:9]/[C:10]2[CH:15]=[CH:14][CH:13]=[C:12]([CH2:16][O:17][CH2:18][CH2:19][CH2:20][CH2:21][C:22]3[CH:27]=[CH:26][C:25]([CH3:28])=[CH:24][CH:23]=3)[N:11]=2)[CH:5]=[CH:6][CH:7]=1)=[O:38])([OH:34])=[O:33] |f:2.3|. Reported procedure: A solution of 1.25 g of 2-[(E)-2-(3-aminophenyl)ethenyl]-6-[4-(4-methylphenyl)butoxy]methylpyridine, 1.05 g of anhydrous diethyl succinate, 0.6 g of sodium acetate and 10 ml of dimethoxyethane was stirred under reflux for 5 hours. After completion of the reaction, the solvent was distilled off and to the residue was added water. After extracting with ethyl acetate, the organic layer was dried over anhydrous magnesium sulfate and the solvent was distilled off. To the residue was added isopropyl e...